This data is from the Open Reaction Database (ORD), a public repository of structured organic reaction records. The task is: describe an organic reaction: reactants, conditions, products, and yield Reactants: C(Br)(Br)(Br)Br (Carbon tetrabromide), FC1=C(C=C(CO)C=C1)C (4-fluoro-3-methylbenzylalcohol), C1(=CC=CC=C1)P(C1=CC=CC=C1)C1=CC=CC=C1 (triphenylphosphine). Run in C(Cl)Cl (methylene chloride). Run at time 1 hour. Yields the product FC1=C(C=C(CBr)C=C1)C (4-fluoro-3-methylbenzylbromide). Yield: 68.0%. Reaction SMILES: [C:1]([Br:5])(Br)(Br)Br.[F:6][C:7]1[CH:14]=[CH:13][C:10](CO)=[CH:9][C:8]=1[CH3:15].C1(P(C2C=CC=CC=2)C2C=CC=CC=2)C=CC=CC=1>C(Cl)Cl>[F:6][C:7]1[CH:14]=[CH:13][C:10]([CH2:1][Br:5])=[CH:9][C:8]=1[CH3:15]. Procedure: Carbon tetrabromide (3.08 g) was added portion wisely to a solution of 4-fluoro-3-methylbenzylalcohol (1.3 g) and triphenylphosphine (2.9 g) in methylene chloride (50 ml) and the mixture was stirred for 1 hour. The solution was washed successively with saturated aqueous sodium hydrogen carbonate solution and brine, dried over sodium sulfate, and evaporated in vacuo. The residue was triturated with hexane and the resulting precipitate was removed by filtration. The filtrate was evaporated in vacu... Reactants: 20.7, OC1=CC=C(C(=O)OCCC)C=C1 (propyl p-hydroxybenzoate), [OH-].[Na+] (sodium hydroxide), 12.6, O.O.C(C)(=O)[O-].[Zn+2].C(C)(=O)[O-] (zinc acetate dihydrate), [Na] (sodium). The product is 23.9, C(CC)C1=C(C(=O)[O-])C=CC(=C1)O.C(CC)C1=C(C(=O)[O-])C=CC(=C1)O.[Zn+2] (zinc bis(propyl p-hydroxybenzoate)). Reported procedure: To a suspension of 20.7 parts (0.155 mole) of propyl p-hydroxybenzoate in 40 parts of water that had been cooled to 0°-10° C. was slowly added a 50% aqueous sodium hydroxide solution until the pH of the resulting solution was 11.9. A solution of 12.6 parts (0.06 mole) of zinc acetate dihydrate in 200 parts of water was added to the sodium salt solution. The white precipitate that formed was separated by filtration, washed with cold water, and dried. There was obtained 23.9 parts of zinc bis(prop... Reaction SMILES: [OH:1][C:2]1[CH:13]=[CH:12][C:5]([C:6]([O:8]CCC)=[O:7])=[CH:4][CH:3]=1.[OH-].[Na+].O.O.[C:18]([O-])(=O)[CH3:19].[Zn+2:22].[C:23]([O-:26])(=[O:25])[CH3:24].[Na]>O>[CH2:23]([C:4]1[CH:3]=[C:2]([OH:1])[CH:13]=[CH:12][C:5]=1[C:6]([O-:8])=[O:7])[CH2:18][CH3:19].[CH2:5]([C:4]1[CH:3]=[C:2]([OH:1])[CH:13]=[CH:12][C:24]=1[C:23]([O-:26])=[O:25])[CH2:6][CH3:18].[Zn+2:22] |f:1.2,3.4.5.6.7,10.11.12,^1:26|. Solvent: O (water), O (water). Reactants: CCO, O=C1NC(c2ccc(F)c(F)c2)CO1, [K+], [OH-], O. Yields the product NC(CO)c1ccc(F)c(F)c1. RXN SMILES: [CH3:18][CH2:19][OH:20].[F:1][c:2]1[cH:3][c:4]([CH:9]2[NH:10][C:11](=[O:14])[O:12][CH2:13]2)[cH:5][cH:6][c:7]1[F:8].[K+:17].[OH-:16].[OH2:15]>>[F:1][c:2]1[cH:3][c:4]([CH:9]([NH2:10])[CH2:13][OH:12])[cH:5][cH:6][c:7]1[F:8]. The reactants are C(C)OC(=O)C1=CNC2=CC(=C(C=C2C1=O)F)F (6,7-Difluoro-1,4-dihydro-4-oxo-quinoline-3-carboxylic acid ethyl ester), O (water), BrCCF (1-bromo-2-fluoroethane), C([O-])([O-])=O.[K+].[K+] (potassium carbonate). The solvent is CN(C=O)C (dimethylformamide). The product is C(C)OC(=O)C1=CN(C2=CC(=C(C=C2C1=O)F)F)CCF (6,7-Difluoro-1-(2-fluoroethyl)-1,4-dihydro-4-oxo-quinoline-3-carboxylic acid ethyl ester). The yield is 70.0%. Reaction SMILES: [CH2:1]([O:3][C:4]([C:6]1[C:15](=[O:16])[C:14]2[C:9](=[CH:10][C:11]([F:18])=[C:12]([F:17])[CH:13]=2)[NH:8][CH:7]=1)=[O:5])[CH3:2].Br[CH2:20][CH2:21][F:22].C(=O)([O-])[O-].[K+].[K+].O>CN(C)C=O>[CH2:1]([O:3][C:4]([C:6]1[C:15](=[O:16])[C:14]2[C:9](=[CH:10][C:11]([F:18])=[C:12]([F:17])[CH:13]=2)[N:8]([CH2:20][CH2:21][F:22])[CH:7]=1)=[O:5])[CH3:2] |f:2.3.4|. Procedure: 6,7-Difluoro-1,4-dihydro-4-oxo-quinoline-3-carboxylic acid ethyl ester (10.0 g, 39.5 mmol), 1-bromo-2-fluoroethane (25.1 g, 197.5 mmol) and potassium carbonate (10.9 g, 79 mmol) were combined in dimethylformamide (200 ml) and heated to 90° for 20 hours. The reaction mixture was poured into cold water (1.5 l), and the copious precipitate was filtered. The precipitate was washed with cold water and recrystallized from ethyl acetate to provide the title product as light brown needles, m.p. 178°-180... Starting materials: C(C)C1C(CC(C(C(OC(C2CCCCN2C(C(C2(C(CC(C(C(CC(CC(=C1)C)C)OC)O2)OC)C)O)=O)=O)=O)C(=CC2CC(C(CC2)O)OC)C)C)O[Si](C)(C)C(C)(C)C)=O (17-ethyl-1-hydroxy-14-(tert-butyldimethylsiloxy)-12-[2'-(4"-hydroxy-3"-methoxycyclohexyl)-1'-methylvinyl]-23,25-dimethoxy-13,19,21,27-tetramethyl-11,28-dioxa-4-azatricyclo[22.3.1.04,9 ]octacos-18-ene-2,3,10,16-tetraone), ClC(C(OCC=C)=N)(Cl)Cl (allyl trichloroacetimidate), FC(S(=O)(=O)O)(F)F (Trifluoromethanesulfonic acid). Product: C(C)C1C(CC(C(C(OC(C2CCCCN2C(C(C2(C(CC(C(C(CC(CC(=C1)C)C)OC)O2)OC)C)O)=O)=O)=O)C(=CC2CC(C(CC2)OCC=C)OC)C)C)O[Si](C)(C)C(C)(C)C)=O (17-Ethyl-1-hydroxy-14-(tert-butyldimethylsiloxy)-12-[2'-(4"-allyloxy-3"-methoxycyclohexyl)-1'-methylvinyl]-23,25-dimethoxy-13,19,21,27-tetramethyl-11,28-dioxa-4-azatricyclo[22.3.1.04,9 ]octacos-18-ene-2,3,10,16-tetraone). Reaction SMILES: [CH2:1]([CH:3]1[CH:29]=[C:28]([CH3:30])[CH2:27][CH:26]([CH3:31])[CH2:25][CH:24]([O:32][CH3:33])[CH:23]2[O:34][C:19]([OH:38])([CH:20]([CH3:37])[CH2:21][CH:22]2[O:35][CH3:36])[C:18](=[O:39])[C:17](=[O:40])[N:16]2[CH:11]([CH2:12][CH2:13][CH2:14][CH2:15]2)[C:10](=[O:41])[O:9][CH:8]([C:42]([CH3:53])=[CH:43][CH:44]2[CH2:49][CH2:48][CH:47]([OH:50])[CH:46]([O:51][CH3:52])[CH2:45]2)[CH:7]([CH3:54])[CH:6]([O:55][Si:56]([C:59]([CH3:62])([CH3:61])[CH3:60])([CH3:58])[CH3:57])[CH2:5][C:4]1=[O:63])[CH3:2].ClC(Cl)(Cl)C(=N)O[CH2:68][CH:69]=[CH2:70].FC(F)(F)S(O)(=O)=O>>[CH2:1]([CH:3]1[CH:29]=[C:28]([CH3:30])[CH2:27][CH:26]([CH3:31])[CH2:25][CH:24]([O:32][CH3:33])[CH:23]2[O:34][C:19]([OH:38])([CH:20]([CH3:37])[CH2:21][CH:22]2[O:35][CH3:36])[C:18](=[O:39])[C:17](=[O:40])[N:16]2[CH:11]([CH2:12][CH2:13][CH2:14][CH2:15]2)[C:10](=[O:41])[O:9][CH:8]([C:42]([CH3:53])=[CH:43][CH:44]2[CH2:49][CH2:48][CH:47]([O:50][CH2:70][CH:69]=[CH2:68])[CH:46]([O:51][CH3:52])[CH2:45]2)[CH:7]([CH3:54])[CH:6]([O:55][Si:56]([C:59]([CH3:60])([CH3:61])[CH3:62])([CH3:58])[CH3:57])[CH2:5][C:4]1=[O:63])[CH3:2]. Procedure details: To a solution of 17-ethyl-1-hydroxy-14-(tert-butyldimethylsiloxy)-12-[2'-(4"-hydroxy-3"-methoxycyclohexyl)-1'-methylvinyl]-23,25-dimethoxy-13,19,21,27-tetramethyl-11,28-dioxa-4-azatricyclo[22.3.1.04,9 ]octacos-18-ene-2,3,10,16-tetraone (820 mg in 9 ml 33% methylene chloride in cyclohexane) allyl trichloroacetimidate (366 μl neat) was added and the reagents allowed to mix for 5 minutes. Trifluoromethanesulfonic acid (16 μl neat) was added slowly via syringe and the mixture stirred at room tempera... Reactants: C1CCOC1, [N-]=[N+]=NCCC1(c2ccccc2)CCN(c2cccc(-c3ccc(F)cc3F)c2)C(=O)O1, O, c1ccc(P(c2ccccc2)c2ccccc2)cc1. The product is NCCC1(c2ccccc2)CCN(c2cccc(-c3ccc(F)cc3F)c2)C(=O)O1. Reaction SMILES: [CH2:52]1[O:53][CH2:54][CH2:55][CH2:56]1.[N:1](=[N+:2]=[N-:3])[CH2:4][CH2:5][C:6]1([c:27]2[cH:28][cH:29][cH:30][cH:31][cH:32]2)[CH2:7][CH2:8][N:9]([c:13]2[cH:14][c:15](-[c:19]3[c:20]([F:26])[cH:21][c:22]([F:25])[cH:23][cH:24]3)[cH:16][cH:17][cH:18]2)[C:10](=[O:12])[O:11]1.[OH2:57].[c:33]1([P:34]([c:35]2[cH:36][cH:37][cH:38][cH:39][cH:40]2)[c:41]2[cH:42][cH:43][cH:44][cH:45][cH:46]2)[cH:47][cH:48][cH:49][cH:50][cH:51]1>>[NH2:1][CH2:4][CH2:5][C:6]1([c:27]2[cH:28][cH:29][cH:30][cH:31][cH:32]2)[CH2:7][CH2:8][N:9]([c:13]2[cH:14][c:15](-[c:19]3[c:20]([F:26])[cH:21][c:22]([F:25])[cH:23][cH:24]3)[cH:16][cH:17][cH:18]2)[C:10](=[O:12])[O:11]1. Starting materials: S1C(=NC=C1)NC([C@H]([C@@H](CCNCN=N[N+](=O)[O-])C)NC(=O)OC(C)(C)C)=O ((2S,3R)-2-tert-Butoxycarbonylamino-3-methyl-5-(nitroimino-amino)methylaminopentanoic acid 1,3-thiazol-2-ylamide), Cl (HCl). The solvent is C1CCOC1 (THF), C1CCOC1 (THF), O1CCOCC1 (dioxane). Run at time 2 hour. Product: Cl.S1C(=NC=C1)NC([C@H]([C@@H](CCNCN=N[N+](=O)[O-])C)N)=O ((2S,3R)-2-amino-3-methyl-5-(nitroimino-amino)methylaminopentanoic acid 1,3-thiazol-2-ylamide hydrochloride). Yield: 97.0%. As a reaction SMILES: [S:1]1[CH:5]=[CH:4][N:3]=[C:2]1[NH:6][C:7](=[O:28])[C@@H:8]([NH:20]C(OC(C)(C)C)=O)[C@H:9]([CH3:19])[CH2:10][CH2:11][NH:12][CH2:13][N:14]=[N:15][N+:16]([O-:18])=[O:17].[ClH:29]>C1COCC1.O1CCOCC1>[ClH:29].[S:1]1[CH:5]=[CH:4][N:3]=[C:2]1[NH:6][C:7](=[O:28])[C@@H:8]([NH2:20])[C@H:9]([CH3:19])[CH2:10][CH2:11][NH:12][CH2:13][N:14]=[N:15][N+:16]([O-:18])=[O:17] |f:4.5|. Procedure details: (2S,3R)-2-tert-Butoxycarbonylamino-3-methyl-5-(nitroimino-amino)methylaminopentanoic acid 1,3-thiazol-2-ylamide (101 mg, 0.243 mmol) is dissolved in 1 mL THF and 1.5 mL of 4 N HCl in dioxane is added. After 2 h, THF is added and the white precipitate is collected by filtration. The resulting oily solid is treated with methanol and concentrated in vacuo. THF is added and the mixture is concentrated in vacuo; this THF addition and concentration is repeated several times to give (2S,3R)-2-amino-3-m...